This data is from the Open Reaction Database (ORD), a public repository of structured organic reaction records. The task is: describe an organic reaction: reactants, conditions, products, and yield Reactants: C1(=CC=CC=C1)C(C)C=1C=NC(=NC1)N1CCN(CC1)C1=NC(=NC=N1)NC=1C=NN(C1)C[C@@H]1CN(CCO1)C(=O)OC(C)(C)C ((2S)-tert-butyl 2-((4-(4-(4-(5-(1-phenylethyl)pyrimidin-2-yl)piperazin-1-yl)-1,3,5-triazin-2-ylamino)-1H-pyrazol-1-yl)methyl)morpholine-4-carboxylate), FC(C(=O)O)(F)F (trifluoroacetic acid). The solvent is ClCCl (dichloromethane). Run at time 0.5 hour. Product: N1C[C@H](OCC1)CN1N=CC(=C1)NC1=NC=NC(=N1)N1CCN(CC1)C1=NC=C(C=N1)C(C)C1=CC=CC=C1 (N-(1-((S)-morpholin-2-ylmethyl)-1H-pyrazol-4-yl)-4-(4-(5-(1-phenylethyl)pyrimidin-2-yl)piperazin-1-yl)-1,3,5-triazin-2-amine). Reaction SMILES: [C:1]1([CH:7]([C:9]2[CH:10]=[N:11][C:12]([N:15]3[CH2:20][CH2:19][N:18]([C:21]4[N:26]=[CH:25][N:24]=[C:23]([NH:27][C:28]5[CH:29]=[N:30][N:31]([CH2:33][C@H:34]6[O:39][CH2:38][CH2:37][N:36](C(OC(C)(C)C)=O)[CH2:35]6)[CH:32]=5)[N:22]=4)[CH2:17][CH2:16]3)=[N:13][CH:14]=2)[CH3:8])[CH:6]=[CH:5][CH:4]=[CH:3][CH:2]=1.FC(F)(F)C(O)=O>ClCCl>[NH:36]1[CH2:37][CH2:38][O:39][C@H:34]([CH2:33][N:31]2[CH:32]=[C:28]([NH:27][C:23]3[N:22]=[C:21]([N:18]4[CH2:17][CH2:16][N:15]([C:12]5[N:11]=[CH:10][C:9]([CH:7]([C:1]6[CH:6]=[CH:5][CH:4]=[CH:3][CH:2]=6)[CH3:8])=[CH:14][N:13]=5)[CH2:20][CH2:19]4)[N:26]=[CH:25][N:24]=3)[CH:29]=[N:30]2)[CH2:35]1. Reported procedure: To a solution of (2S)-tert-butyl 2-((4-(4-(4-(5-(1-phenylethyl)pyrimidin-2-yl)piperazin-1-yl)-1,3,5-triazin-2-ylamino)-1H-pyrazol-1-yl)methyl)morpholine-4-carboxylate (130 mg, crude) in dichloromethane (6 mL) was dropwise added trifluoroacetic acid (2 mL). The reaction mixture was stirred at room temperature for 0.5 hour and then concentrated. The residue was purified by Prep-HPLC to provide N-(1-((S)-morpholin-2-ylmethyl)-1H-pyrazol-4-yl)-4-(4-(5-(1-phenylethyl)pyrimidin-2-yl)piperazin-1-yl)-1,...